Dataset: the Open Reaction Database (ORD), a public repository of structured organic reaction records. Task: describe an organic reaction: reactants, conditions, products, and yield Reactants: OC(CCC1=CC=CC(=N1)NC(=O)OC(C)(C)C)CO (N-[6-(3,4-dihydroxybutyl)(2-pyridyl)](tert-butoxy)carboxamide), O1CCCC1.O (tetrahydrofuran water), I(=O)(=O)(=O)[O-].[Na+] (sodium metaperiodate). Solvent: C(C)(=O)OCC (ethyl acetate). Reaction conditions: time 1 hour. Yields the product C(C)(C)(C)OC(=O)NC1=NC(=CC=C1)CCC=O ((tert-butoxy)-N-[6-(3-oxopropyl)(2-pyridyl)]carboxamide). As a reaction SMILES: [OH:1][CH:2](CO)[CH2:3][CH2:4][C:5]1[N:10]=[C:9]([NH:11][C:12]([O:14][C:15]([CH3:18])([CH3:17])[CH3:16])=[O:13])[CH:8]=[CH:7][CH:6]=1.O1CCCC1.O.I([O-])(=O)(=O)=O.[Na+]>C(OCC)(=O)C>[C:15]([O:14][C:12]([NH:11][C:9]1[CH:8]=[CH:7][CH:6]=[C:5]([CH2:4][CH2:3][CH:2]=[O:1])[N:10]=1)=[O:13])([CH3:18])([CH3:17])[CH3:16] |f:1.2,3.4|. Reported procedure: To a stirring solution of N-[6-(3,4-dihydroxybutyl)(2-pyridyl)](tert-butoxy)carboxamide in tetrahydrofuran/water (1 eq/1 eq, 0.1M) was added sodium metaperiodate (1.3 eq) at 0° C. and stirred for 1 hr. The reaction was warmed to room temperature and diluted with ethyl acetate. The reaction was extracted with saturated sodium bicarbonate, dried with sodium sulfate, filtered and concentrated in vacuo to yield the product. EI-MS m/z 251(M+H)+ Starting materials: O=C([O-])[O-], C1COCCO1, COc1ccc(B(O)O)cc1, Cc1ccccc1, CCOC(=O)Cc1nc(Cl)ccc1C, [Na+], [Na+], O. Product: CCOC(=O)Cc1nc(-c2ccc(OC)cc2)ccc1C. As a reaction SMILES: [C:15](=[O:16])([O-:17])[O-:18].[CH2:32]1[O:33][CH2:34][CH2:35][O:36][CH2:37]1.[CH3:21][O:22][c:23]1[cH:24][cH:25][c:26]([B:29]([OH:30])[OH:31])[cH:27][cH:28]1.[CH3:38][c:39]1[cH:40][cH:41][cH:42][cH:43][cH:44]1.[Cl:1][c:2]1[cH:3][cH:4][c:5]([CH3:14])[c:6]([CH2:8][C:9](=[O:10])[O:11][CH2:12][CH3:13])[n:7]1.[Na+:19].[Na+:20].[OH2:45]>>[c:2]1(-[c:26]2[cH:25][cH:24][c:23]([O:22][CH3:21])[cH:28][cH:27]2)[cH:3][cH:4][c:5]([CH3:14])[c:6]([CH2:8][C:9](=[O:10])[O:11][CH2:12][CH3:13])[n:7]1.